Dataset: the Open Reaction Database (ORD), a public repository of structured organic reaction records. Task: describe an organic reaction: reactants, conditions, products, and yield Reactants: C(C1=CC=CC=C1)S(=O)(=O)N[C@H](CCCNC(NS(=O)(=O)C1=CC=C(C)C=C1)=N)C(=O)NCC(=O)O (BnSO2—(D)—Arg(Tos)—Gly—OH), N[C@@H](CCCNC(NS(=O)(=O)C1=CC=C(C)C=C1)=N)C(=O)O.S1C=NC=C1 (H—Arg(Tos) thiazole). The product is C(C1=CC=CC=C1)S(=O)(=O)N[C@H](CCCNC(NS(=O)(=O)C1=CC=C(C)C=C1)=N)C(=O)NCC(=O)N[C@@H](CCCNC(NS(=O)(=O)C1=CC=C(C)C=C1)=N)C(=O)O.S1C=NC=C1 (BnSO2—(D)—Arg(Tos)—Gly—Arg(Tos) Thiazole). Isolated yield 63.0%. RXN SMILES: [CH2:1]([S:8]([NH:11][C@@H:12]([C:30]([NH:32][CH2:33][C:34](O)=[O:35])=[O:31])[CH2:13][CH2:14][CH2:15][NH:16][C:17](=[NH:29])[NH:18][S:19]([C:22]1[CH:28]=[CH:27][C:25]([CH3:26])=[CH:24][CH:23]=1)(=[O:21])=[O:20])(=[O:10])=[O:9])[C:2]1[CH:7]=[CH:6][CH:5]=[CH:4][CH:3]=1.[NH2:37][C@H:38]([C:56]([OH:58])=[O:57])[CH2:39][CH2:40][CH2:41][NH:42][C:43](=[NH:55])[NH:44][S:45]([C:48]1[CH:54]=[CH:53][C:51]([CH3:52])=[CH:50][CH:49]=1)(=[O:47])=[O:46].[S:59]1[CH:63]=[CH:62][N:61]=[CH:60]1>>[CH2:1]([S:8]([NH:11][C@@H:12]([C:30]([NH:32][CH2:33][C:34]([NH:37][C@H:38]([C:56]([OH:58])=[O:57])[CH2:39][CH2:40][CH2:41][NH:42][C:43](=[NH:55])[NH:44][S:45]([C:48]1[CH:54]=[CH:53][C:51]([CH3:52])=[CH:50][CH:49]=1)(=[O:47])=[O:46])=[O:35])=[O:31])[CH2:13][CH2:14][CH2:15][NH:16][C:17](=[NH:29])[NH:18][S:19]([C:22]1[CH:28]=[CH:27][C:25]([CH3:26])=[CH:24][CH:23]=1)(=[O:20])=[O:21])(=[O:9])=[O:10])[C:2]1[CH:3]=[CH:4][CH:5]=[CH:6][CH:7]=1.[S:59]1[CH:63]=[CH:62][N:61]=[CH:60]1 |f:1.2,3.4|. Procedure details: A 100 mg portion of the compound of Example 11 was coupled with 0.19 mmol of H—Arg(Tos)—thiazole (prepared following the procedure of Example 5) following the procedure as described in Example 6. RP—HPLC purification gave the title compound (110 mg, 63% yield). FAB—MS (M+H)+917.8 Starting materials: C=CC#N, CS(C)=O, COc1ccc(-c2c(-c3ccccc3)oc3ncnc(NCCCO)c23)cc1. Yields the product COc1ccc(-c2c(-c3ccccc3)oc3ncnc(NCCCOCCC#N)c23)cc1. Reaction SMILES: [CH2:1]=[CH:2][C:3]#[N:4].[CH3:33][S:34]([CH3:35])=[O:36].[CH3:5][O:6][c:7]1[cH:8][cH:9][c:10](-[c:13]2[c:14](-[c:27]3[cH:28][cH:29][cH:30][cH:31][cH:32]3)[o:15][c:16]3[n:17][cH:18][n:19][c:20]([NH:22][CH2:23][CH2:24][CH2:25][OH:26])[c:21]23)[cH:11][cH:12]1>>[CH2:1]([CH2:2][C:3]#[N:4])[O:26][CH2:25][CH2:24][CH2:23][NH:22][c:20]1[n:19][cH:18][n:17][c:16]2[o:15][c:14](-[c:27]3[cH:28][cH:29][cH:30][cH:31][cH:32]3)[c:13](-[c:10]3[cH:9][cH:8][c:7]([O:6][CH3:5])[cH:12][cH:11]3)[c:21]21. Starting materials: CSC (dimethyl sulphide), S(=O)(=O)(OC)OC (dimethyl sulphate), ClC1=CC=C(OCC(C(C)(C)C)=O)C=C1 (1-(4-chlorophenoxy)-3,3-dimethyl-butan-2-one), C[O-].[Na+] (sodium methylate). The solvent is C(C)#N (acetonitrile), C(C)#N (acetonitrile), C(C)#N (acetonitrile). Conditions: time 8 hour. Yields the product ClC1=CC=C(OCC2(OC2)C(C)(C)C)C=C1 (2-(4-chlorophenoxymethyl)-2-tert.-butyl-oxirane). The yield is 83.9%. As a reaction SMILES: CSC.S([O:9][CH3:10])(OC)(=O)=O.C[O-].[Na+].[Cl:14][C:15]1[CH:28]=[CH:27][C:18]([O:19][CH2:20][C:21](=O)[C:22]([CH3:25])([CH3:24])[CH3:23])=[CH:17][CH:16]=1>C(#N)C>[Cl:14][C:15]1[CH:28]=[CH:27][C:18]([O:19][CH2:20][C:21]2([C:22]([CH3:23])([CH3:24])[CH3:25])[CH2:10][O:9]2)=[CH:17][CH:16]=1 |f:2.3|. Procedure details: A solution of 162 ml (2.2 moles) of dimethyl sulphide in 400 ml of absolute acetonitrile was added to a solution of 189 ml (2.0 moles) of dimethyl sulphate in 1,200 ml of absolute acetonitrile at room temperature. The reaction mixture was stirred overnight at room temperature. 118.8 g (2.2 moles) of sodium methylate were then added. The mixture was stirred for 30 minutes and a solution of 272 g (1.2 moles) of 1-(4-chlorophenoxy)-3,3-dimethyl-butan-2-one in 600 ml of absolute acetonitrile was the... Reaction conditions: temperature -78 celsius, time 1 hour. Isolated yield 35.1%. Procedure: In an argon atmosphere, 10 g (29 mmol) of 5-bromo-1,2-diphenyl-1H-benzimidazole were dissolved into 100 mL of dehydrated THF, and the temperature of the solution was cooled to −78° C. Then, 20 mL of n-butyllithium (in hexane, 1.6 mol/L) were dropped. After the mixture had been stirred at −78° C. for 1 hour, the temperature of the mixture was increased to 0° C. The temperature of the mixture was cooled to −78° C. again, and 9.7 mL (87 mmol) of trimethoxyborane were dropped. The mixture was stirre... Product: C1(=CC=CC=C1)N1C(=NC2=C1C=CC(=C2)B(O)O)C2=CC=CC=C2 (1,2-diphenyl-1H-benzimidazole-5-boronic acid). Run in C1CCOC1 (THF). Reaction SMILES: Br[C:2]1[CH:22]=[CH:21][C:5]2[N:6]([C:15]3[CH:20]=[CH:19][CH:18]=[CH:17][CH:16]=3)[C:7]([C:9]3[CH:14]=[CH:13][CH:12]=[CH:11][CH:10]=3)=[N:8][C:4]=2[CH:3]=1.C([Li])CCC.C[O:29][B:30](OC)[O:31]C.Cl>C1COCC1>[C:15]1([N:6]2[C:5]3[CH:21]=[CH:22][C:2]([B:30]([OH:31])[OH:29])=[CH:3][C:4]=3[N:8]=[C:7]2[C:9]2[CH:14]=[CH:13][CH:12]=[CH:11][CH:10]=2)[CH:20]=[CH:19][CH:18]=[CH:17][CH:16]=1. The reactants are Cl (hydrochloric acid), BrC1=CC2=C(N(C(=N2)C2=CC=CC=C2)C2=CC=CC=C2)C=C1 (5-bromo-1,2-diphenyl-1H-benzimidazole), COB(OC)OC (trimethoxyborane), C(CCC)[Li] (n-butyllithium). As a reaction SMILES: [CH:1](=[O:9])[C:2]1[C:3](=[CH:5][CH:6]=[CH:7][CH:8]=1)[OH:4].[H-].[Na+].C1(C)C=CC=CC=1.Cl[CH2:20][CH2:21][CH2:22][N:23]1[CH2:28][CH2:27][CH2:26][CH2:25][CH2:24]1>CN(C)C=O>[N:23]1([CH2:22][CH2:21][CH2:20][O:4][C:3]2[CH:5]=[CH:6][CH:7]=[CH:8][C:2]=2[CH:1]=[O:9])[CH2:28][CH2:27][CH2:26][CH2:25][CH2:24]1 |f:1.2|. The product is N1(CCCCC1)CCCOC1=C(C=O)C=CC=C1 (2-[3-(1-Piperidinyl)propoxy]benzaldehyde). The solvent is CN(C=O)C (dimethylformamide). Starting materials: ClCCCN1CCCCC1 (N-(3-chloropropyl)-piperidine), C(C=1C(O)=CC=CC1)=O (Salicylaldehyde), [H-].[Na+] (sodium hydride), C1(=CC=CC=C1)C (toluene). Procedure: Salicylaldehyde (27 g) is treated first with 11 g of 50% sodium hydride in 175 ml of dimethylformamide and then with 150 ml of a 2 N toluene solution of N-(3-chloropropyl)-piperidine following the procedure described in Example 31A, yielding 47.7 g of the title compound as an oil, boiling point 155°-160° C. at 0.2-0.3 mm of Hg. Reactants: Example 1 ( iv ), OC(CNCCC(=O)NC1=CC=C(C=C1)C=1C(CC(NN1)=O)C)C(OC1=CC=C(C=C1)CCOCC1CC1)CC1=CC=CC=C1 (6-[4-[3-[2-hydroxy-3-[4-(2-(cyclopropylmethoxy)ethyl)phenoxy]-N-benzylpropylamino]propionamido]phenyl]-5-methyl-4,5-dihydro-3(2H)-pyridazinone), [H][H] (hydrogen). Reagents/catalysts: [OH-].[OH-].[Pd+2] (palladium hydroxide on charcoal). The solvent is C(C)O (ethanol). Yields the product OC(CNCCC(=O)NC1=CC=C(C=C1)C=1C(CC(NN1)=O)C)COC1=CC=C(C=C1)CCOCC1CC1 (6-[4-[3-[2-Hydroxy-3-[4-(2-(cyclopropylmethoxy)ethyl)phenoxy]propylamino]propionamido]phenyl]-5-methyl-4,5-dihydro-3(2H)-pyridazinone). Yield: 79.9%. As a reaction SMILES: [OH:1][CH:2]([CH:24](CC1C=CC=CC=1)[O:25][C:26]1[CH:31]=[CH:30][C:29]([CH2:32][CH2:33][O:34][CH2:35][CH:36]2[CH2:38][CH2:37]2)=[CH:28][CH:27]=1)[CH2:3][NH:4][CH2:5][CH2:6][C:7]([NH:9][C:10]1[CH:15]=[CH:14][C:13]([C:16]2[CH:17]([CH3:23])[CH2:18][C:19](=[O:22])[NH:20][N:21]=2)=[CH:12][CH:11]=1)=[O:8].[H][H]>C(O)C.[OH-].[OH-].[Pd+2]>[OH:1][CH:2]([CH2:24][O:25][C:26]1[CH:31]=[CH:30][C:29]([CH2:32][CH2:33][O:34][CH2:35][CH:36]2[CH2:38][CH2:37]2)=[CH:28][CH:27]=1)[CH2:3][NH:4][CH2:5][CH2:6][C:7]([NH:9][C:10]1[CH:11]=[CH:12][C:13]([C:16]2[CH:17]([CH3:23])[CH2:18][C:19](=[O:22])[NH:20][N:21]=2)=[CH:14][CH:15]=1)=[O:8] |f:3.4.5|. Reported procedure: In a manner similar to that of Example 1 (iv), 6-[4-[3-[2-hydroxy-3-[4-(2-(cyclopropylmethoxy)ethyl)phenoxy]-N-benzylpropylamino]propionamido]phenyl]-5-methyl-4,5-dihydro-3(2H)-pyridazinone (22 g) in ethanol (350 ml) was agitated for 5 hours in a hydrogen atmosphere at 344 kPa (50 p.s.i.) in the presence of palladium hydroxide on charcoal (5 g). The catalyst was removed by filtration and solvent removed under reduced pressure to afford the title compound as a yellow foam (15 g). To a solution of... RXN SMILES: [CH3:16][O:17][c:18]1[cH:19][cH:20][c:21]([NH2:22])[cH:23][cH:24]1.[CH3:25][SiH:26]([CH3:27])[N:28]([CH3:29])[Si:30]([CH3:31])([CH3:32])[CH3:33].[NH4+:10].[NH4+:9].[O-:11][S:12](=[O:13])(=[O:14])[O-:15].[O:1]1[NH:2][C:3](=[O:8])[NH:4][C:5](=[O:7])[CH2:6]1.[O:34]1[CH2:35][CH2:36][O:37][CH2:38][CH2:39]1>>[O:1]1[NH:2][C:3](=[O:8])[N:4]=[C:5]([NH:22][c:21]2[cH:20][cH:19][c:18]([O:17][CH3:16])[cH:24][cH:23]2)[CH2:6]1. Reactants: COc1ccc(N)cc1, CN([SiH](C)C)[Si](C)(C)C, [NH4+], [NH4+], O=S(=O)([O-])[O-], O=C1CONC(=O)N1, C1COCCO1. The product is COc1ccc(NC2=NC(=O)NOC2)cc1. The reactants are C(C)(C)(C)OC(CN1CCN(CCN(CC1)CC(=O)OC(C)(C)C)CC(CCCC1=CC=C(C=C1)N)NC(C(=O)OC(C)(C)C)C(=O)OC(C)(C)C)=O ({4-[5-(4-Aminophenyl)-2-(bis-tert-butoxycarbonylmethylamino) pentyl]-7-tert-butoxycarbo-nylmethyl-[1,4,7]-triazonan-1-yl}acetic acid tert-butyl ester), Cl (HCl), O1CCOCC1 (1,4-dioxane), CCOCC (Ether). Conditions: time 18 hour. The product is NC1=CC=C(C=C1)CCCC(CN1CCN(CCN(CC1)CC(=O)O)CC(=O)O)N(CC(=O)O)CC(=O)O ({4-[5-(4-Amino-phenyl)-2-(bis-carboxymethylamino)pentyl]-7-carboxymethyl-[1,4,7]triazo-nan-1-yl}acetic acid). Yield: 88.0%. As a reaction SMILES: C([O:5][C:6](=[O:53])[CH2:7][N:8]1[CH2:16][CH2:15][N:14]([CH2:17][C:18]([O:20]C(C)(C)C)=[O:19])[CH2:13][CH2:12][N:11]([CH2:25][CH:26]([NH:37][CH:38](C(OC(C)(C)C)=O)[C:39]([O:41]C(C)(C)C)=[O:40])[CH2:27][CH2:28][CH2:29][C:30]2[CH:35]=[CH:34][C:33]([NH2:36])=[CH:32][CH:31]=2)[CH2:10][CH2:9]1)(C)(C)C.Cl.CC[O:57][CH2:58][CH3:59].[O:60]1CCOCC1>>[NH2:36][C:33]1[CH:34]=[CH:35][C:30]([CH2:29][CH2:28][CH2:27][CH:26]([N:37]([CH2:59][C:58]([OH:57])=[O:60])[CH2:38][C:39]([OH:41])=[O:40])[CH2:25][N:11]2[CH2:10][CH2:9][N:8]([CH2:7][C:6]([OH:53])=[O:5])[CH2:16][CH2:15][N:14]([CH2:17][C:18]([OH:20])=[O:19])[CH2:13][CH2:12]2)=[CH:31][CH:32]=1. Reported procedure: To a flask containing compound 7 (8.5 mg, 0.011 mmol) at 0-5° C. was added dropwise 4M HCl (g) in 1,4-dioxane (3 mL) over 20 min. The resulting mixture was gradually warmed to room temperature and continuously stirred for 18 h. Ether (20 mL) was added to the reaction mixture which was then stirred for 10 min. The resulting mixture was placed in the freezer for 1 h. The resulting precipitate was filtered and washed with ether. The solid product was quickly dissolved in deionized water. The aqueou... The reactants are C(C1=CC=CC=C1)OC1=CC=C(C=C1)C1=C(C(C(O1)(C)C)=O)Br (5-(4-(benzyloxy)phenyl)-4-bromo-2,2-dimethylfuran-3(2H)-one), N1=CC=C(C=C1)B(O)O (pyridin-4-ylboronic acid), C(=O)([O-])[O-].[Cs+].[Cs+] (Cs2CO3), O (water). The reagents and catalysts are C1=CC=C(C=C1)P([C-]2C=CC=C2)C3=CC=CC=C3.C1=CC=C(C=C1)P([C-]2C=CC=C2)C3=CC=CC=C3.Cl[Pd]Cl.[Fe+2] (Pd(dppf)Cl2). Solvent: C1(=CC=CC=C1)C (toluene). Run at time 15 minute. The product is C(C1=CC=CC=C1)OC1=CC=C(C=C1)C1=C(C(C(O1)(C)C)=O)C1=CC=NC=C1 (5-(4-(benzyloxy)phenyl)-2,2-dimethyl-4-(pyridin-4-yl) furan-3(2H)-one). The yield is 62.5%. Reaction SMILES: [CH2:1]([O:8][C:9]1[CH:14]=[CH:13][C:12]([C:15]2[O:19][C:18]([CH3:21])([CH3:20])[C:17](=[O:22])[C:16]=2Br)=[CH:11][CH:10]=1)[C:2]1[CH:7]=[CH:6][CH:5]=[CH:4][CH:3]=1.[N:24]1[CH:29]=[CH:28][C:27](B(O)O)=[CH:26][CH:25]=1.C([O-])([O-])=O.[Cs+].[Cs+].O>C1(C)C=CC=CC=1.C1C=CC(P(C2C=CC=CC=2)[C-]2C=CC=C2)=CC=1.C1C=CC(P(C2C=CC=CC=2)[C-]2C=CC=C2)=CC=1.Cl[Pd]Cl.[Fe+2]>[CH2:1]([O:8][C:9]1[CH:14]=[CH:13][C:12]([C:15]2[O:19][C:18]([CH3:21])([CH3:20])[C:17](=[O:22])[C:16]=2[C:27]2[CH:28]=[CH:29][N:24]=[CH:25][CH:26]=2)=[CH:11][CH:10]=1)[C:2]1[CH:7]=[CH:6][CH:5]=[CH:4][CH:3]=1 |f:2.3.4,7.8.9.10|. Reported procedure: To a solution of 5-(4-(benzyloxy)phenyl)-4-bromo-2,2-dimethylfuran-3(2H)-one (1.0 g, 2.67 mmol) in toluene (10 mL) were added pyridin-4-ylboronic acid (362 mg, 2.94 mmol), Cs2CO3 (4.3 g, 13.3 mmol) followed by water (5 mL) under an inert atmosphere. The reaction mixture was stirred for 15 minutes and then Pd(dppf)Cl2 (430 mg, 0.0005 mmol) was added. This mixture was refluxed for 16 h and then filtered through a pad of Celite®. The filtrate was extracted with EtOAc (2×40 mL) and the combined orga... The reactants are CCOC(=O)CCc1cn(Cc2ccc(OCc3nc(-c4ccccc4)oc3C)nc2)cc1-c1ccccc1, CCO, Cl, [Na+], C1CCOC1, [OH-], O. Reaction SMILES: [CH3:1][c:2]1[c:3]([CH2:13][O:14][c:15]2[cH:16][cH:17][c:18]([CH2:21][n:22]3[cH:23][c:24]([CH2:33][CH2:34][C:35](=[O:36])[O:37][CH2:38][CH3:39])[c:25](-[c:27]4[cH:28][cH:29][cH:30][cH:31][cH:32]4)[cH:26]3)[cH:19][n:20]2)[n:4][c:5](-[c:7]2[cH:8][cH:9][cH:10][cH:11][cH:12]2)[o:6]1.[CH3:42][CH2:43][OH:44].[ClH:45].[Na+:41].[O:47]1[CH2:48][CH2:49][CH2:50][CH2:51]1.[OH-:40].[OH2:46]>>[CH3:1][c:2]1[c:3]([CH2:13][O:14][c:15]2[cH:16][cH:17][c:18]([CH2:21][n:22]3[cH:23][c:24]([CH2:33][CH2:34][C:35](=[O:36])[OH:37])[c:25](-[c:27]4[cH:28][cH:29][cH:30][cH:31][cH:32]4)[cH:26]3)[cH:19][n:20]2)[n:4][c:5](-[c:7]2[cH:8][cH:9][cH:10][cH:11][cH:12]2)[o:6]1. The product is Cc1oc(-c2ccccc2)nc1COc1ccc(Cn2cc(CCC(=O)O)c(-c3ccccc3)c2)cn1.